This data is from the Open Reaction Database (ORD), a public repository of structured organic reaction records. The task is: describe an organic reaction: reactants, conditions, products, and yield The reactants are [S-]C#N.[K+] (potassium thiocyanate), N(=O)[O-].[Na+] (sodium nitrite), [N+](=O)([O-])C1=C(N)C(=CC(=C1)C=1C=NC=CC1)[N+](=O)[O-] (2,6-Dinitro-4-pyridin-3-yl-aniline), resultant mixture, C(O)([O-])=O.[Na+] (sodium hydrogen carbonate). The reagents and catalysts are [Cu]SC#N (copper (I) thiocyanate). Run in O (water), S(O)(O)(=O)=O (sulfuric acid), O (water). Reaction conditions: time 1 hour. Product: [N+](=O)([O-])C=1C=C(C=C(C1SC#N)[N+](=O)[O-])C=1C=NC=CC1 (3-(3,5-Dinitro-4-thiocyanato-phenyl)-pyridine), solid. The yield is 74.0%. RXN SMILES: [N+:1]([C:4]1[CH:10]=[C:9]([C:11]2[CH:12]=[N:13][CH:14]=[CH:15][CH:16]=2)[CH:8]=[C:7]([N+:17]([O-:19])=[O:18])[C:5]=1N)([O-:3])=[O:2].N([O-])=O.[Na+].[S-:24][C:25]#[N:26].[K+].C(=O)([O-])O.[Na+]>S(=O)(=O)(O)O.O.[Cu]SC#N>[N+:1]([C:4]1[CH:10]=[C:9]([C:11]2[CH:12]=[N:13][CH:14]=[CH:15][CH:16]=2)[CH:8]=[C:7]([N+:17]([O-:19])=[O:18])[C:5]=1[S:24][C:25]#[N:26])([O-:3])=[O:2] |f:1.2,3.4,5.6|. Procedure details: A suspension of 2,6-Dinitro-4-pyridin-3-yl-aniline (1.24 g, 4.76 mmol) in aqueous sulfuric acid (50% v/v, 12 ml) was stirred at ambient temperature for 1 h before being cooled in an ice bath and treated over 5 min with an aqueous sodium nitrite solution (20% w/v, 2.0 ml). The mixture was stirred in the cold for 1.5 h before being treated with a solution of potassium thiocyanate (0.6 g) in water (1.4 ml) in one portion. The resultant mixture was stirred in the cold for 15 min and then added to a ...